Dataset: the Open Reaction Database (ORD), a public repository of structured organic reaction records. Task: describe an organic reaction: reactants, conditions, products, and yield Starting materials: ClC=1C=C(C=CC1Cl)N1C(C(SCC1)=CC1=C(C=CC=C1)N1CCN(CC1)C)=O (4-(3,4-dichlorophenyl)-2-[2-(4-methylpiperazin-1-yl)-benzylidene]-thiomorpholin-3-one). Solvent: ClCCCl (1,2-dichloroethane). Yields the product ClC=1C=C(C=CC1Cl)N1C(C(SCC1)=CC1=C(C=CC=C1)N1CCNCC1)=O (4-(3,4-Dichlorophenyl)-2-(2-piperazin-1-ylbenzylidene)-thiomorpholin-3-one). RXN SMILES: [Cl:1][C:2]1[CH:3]=[C:4]([N:9]2[CH2:14][CH2:13][S:12][C:11](=[CH:15][C:16]3[CH:21]=[CH:20][CH:19]=[CH:18][C:17]=3[N:22]3[CH2:27][CH2:26][N:25](C)[CH2:24][CH2:23]3)[C:10]2=[O:29])[CH:5]=[CH:6][C:7]=1[Cl:8]>ClCCCl>[Cl:1][C:2]1[CH:3]=[C:4]([N:9]2[CH2:14][CH2:13][S:12][C:11](=[CH:15][C:16]3[CH:21]=[CH:20][CH:19]=[CH:18][C:17]=3[N:22]3[CH2:27][CH2:26][NH:25][CH2:24][CH2:23]3)[C:10]2=[O:29])[CH:5]=[CH:6][C:7]=1[Cl:8]. Reported procedure: Under a nitrogen atmosphere, a mixture of 4-(3,4-dichlorophenyl)-2-[2-(4-methylpiperazin-1-yl)-benzylidene]-thiomorpholin-3-one (338 mg, 0.756 mmol) in 9 mL of anhydrous 1,2-dichloroethane was treated with α-chloroethyl chlorofonnate (98 μL 0.907 mmol) and refluxed overnight. The solvent was then removed in vacuo and 10 mL of methanol was added and refluxed for 30 minutes. Following removal of the solvent, the residue was extracted into methylene chloride and washed with saturated aqueous sodium... Reactants: C(C)(=O)O[BH-](OC(C)=O)OC(C)=O.[Na+] (Sodium triacetoxyborohydride), O=C1NN=C2C=3C(=CC=CC13)NC(C2C2=CC=CC=C2)C2=CC=C(C=O)C=C2 (4-(3-oxo-9-phenyl-3,7,8,9-tetrahydro-2H-pyrido[4,3,2-de]phthalazin-8-yl)benzaldehyde), CN1CCNCC1 (N-methyl-piperazine), C(C)(=O)O (acetic acid). The solvent is CO (methanol). Reaction conditions: time 60 minute. Product: CN1CCN(CC1)CC1=CC=C(C=C1)C1C(C2=NNC(C=3C=CC=C(C23)N1)=O)C1=CC=CC=C1 (8-(4-((4-methylpiperazin-1-yl)methyl)phenyl)-9-phenyl-8,9-dihydro-2H-pyrido[4,3,2-de]phthalazin-3(7H)-one). Yield: 19.9%. RXN SMILES: [O:1]=[C:2]1[C:11]2[CH:10]=[CH:9][CH:8]=[C:7]3[NH:12][CH:13]([C:21]4[CH:28]=[CH:27][C:24]([CH:25]=O)=[CH:23][CH:22]=4)[CH:14]([C:15]4[CH:20]=[CH:19][CH:18]=[CH:17][CH:16]=4)[C:5]([C:6]=23)=[N:4][NH:3]1.[CH3:29][N:30]1[CH2:35][CH2:34][NH:33][CH2:32][CH2:31]1.C(O)(=O)C.C(O[BH-](OC(=O)C)OC(=O)C)(=O)C.[Na+]>CO>[CH3:29][N:30]1[CH2:35][CH2:34][N:33]([CH2:25][C:24]2[CH:27]=[CH:28][C:21]([CH:13]3[NH:12][C:7]4[C:6]5[C:5](=[N:4][NH:3][C:2](=[O:1])[C:11]=5[CH:10]=[CH:9][CH:8]=4)[CH:14]3[C:15]3[CH:16]=[CH:17][CH:18]=[CH:19][CH:20]=3)=[CH:22][CH:23]=2)[CH2:32][CH2:31]1 |f:3.4|. Procedure details: A mixture of 4-(3-oxo-9-phenyl-3,7,8,9-tetrahydro-2H-pyrido[4,3,2-de]phthalazin-8-yl)benzaldehyde (150 mg, 0.4 mmol), N-methyl-piperazine (123 mg, 1.2 mmol) and acetic acid (120 mg, 1.2 mmol) in methanol (50 mL) was stirred at room temperature for 60 min. Then the mixture was cooled to 0° C. Sodium triacetoxyborohydride (130 mg, 0.6 mmol) was added. After the addition, the mixture was stirred at room temperature for overnight. Methanol was removed under reduced pressure. The crude product was pu... Starting materials: FC(C1=CC(NC(N1)=O)=O)(F)F (6-trifluoromethyluracil), OO (hydrogen peroxide), S(O)(O)(=O)=O (sulfuric acid), FC(F)(F)I (trifluoromethyl iodide). Reagents/catalysts: [CH-]1C=CC=C1.[CH-]1C=CC=C1.[Fe+2] (ferrocene). Solvent: CS(=O)C (dimethyl sulfoxide), CS(=O)C (dimethyl sulfoxide), CS(=O)C (dimethyl sulfoxide). Reaction conditions: temperature 65 celsius, time 20 minute. Yields the product FC(C=1C(NC(NC1C(F)(F)F)=O)=O)(F)F (5,6-bis(trifluoromethyl)uracil). Yield: 63.0%. Reaction SMILES: [F:1][C:2]([F:12])([F:11])[C:3]1[NH:8][C:7](=[O:9])[NH:6][C:5](=[O:10])[CH:4]=1.S(=O)(=O)(O)O.[F:18][C:19](I)([F:21])[F:20].OO>[CH-]1C=CC=C1.[CH-]1C=CC=C1.[Fe+2].CS(C)=O>[F:18][C:19]([F:21])([F:20])[C:4]1[C:5](=[O:10])[NH:6][C:7](=[O:9])[NH:8][C:3]=1[C:2]([F:1])([F:11])[F:12] |f:4.5.6|. Procedure details: 0.18 g (1.0 mmol) of 6-trifluoromethyluracil and 0.058 g (0.3 mmol) of ferrocene were weighed and placed in a 50 ml two-neck flask equipped with a magnetic rotor and the atmosphere in the flask was replaced with argon. The following materials were added thereinto: 1.8 ml of dimethyl sulfoxide, 2.0 ml of a 1N dimethyl sulfoxide solution of sulfuric acid, 1.0 ml of a 2.1 mol/l dimethyl sulfoxide solution of trifluoromethyl iodide and 0.2 ml of a 30% hydrogen peroxide aqueous solution. The mixture ... Reactants: CC1=CN=C(S1)C(F)(F)F (5-Methyl-2-trifluoromethylthiazole), BrN1C(CCC1=O)=O (N-bromosuccinimide), BrN1C(CCC1=O)=O (N-bromosuccinimide). Solvent: C1=CC=CC=C1 (benzene). Run at time 30 minute. The product is BrCC1=CN=C(S1)C(F)(F)F (5-Bromomethyl-2-trifluoromethylthiazole). The yield is 73.0%. Reaction SMILES: [CH3:1][C:2]1[S:6][C:5]([C:7]([F:10])([F:9])[F:8])=[N:4][CH:3]=1.[Br:11]N1C(=O)CCC1=O>C1C=CC=CC=1>[Br:11][CH2:1][C:2]1[S:6][C:5]([C:7]([F:10])([F:9])[F:8])=[N:4][CH:3]=1. Reported procedure: 5-Methyl-2-trifluoromethylthiazole (2.26 g, 13.5 mmol), N-bromosuccinimide (2.64 g, 14.6 mmol), and 50 mL of benzene were placed in a jacketed flask and the resulting mixture was stirred and irradiated with a 250 Watt sun lamp placed 10 cm from the flask. The temperature rose from 25° to 40° C. After 3 hr an additional 0.26 g (1.5 mmol) of N-bromosuccinimide was added and the reaction continued another 30 min. Analysis of an aliquot by gas-liquid chromatography indicated that the mixture contain...